Dataset: the Open Reaction Database (ORD), a public repository of structured organic reaction records. Task: describe an organic reaction: reactants, conditions, products, and yield Reactants: [N+](=O)([O-])C1=CC=C(CN2CSCC2)C=C1 (3-(4-nitrobenzyl)-thiazolidine), [Cl-] (chloride). Run in Cl (hydrochloric acid). The product is NC1=CC=C(CN2CSCC2)C=C1 (3-(4-aminobenzyl)-thiazolidine). Yield: 61.8%. RXN SMILES: [N+:1]([C:4]1[CH:15]=[CH:14][C:7]([CH2:8][N:9]2[CH2:13][CH2:12][S:11][CH2:10]2)=[CH:6][CH:5]=1)([O-])=O.[Cl-]>Cl>[NH2:1][C:4]1[CH:15]=[CH:14][C:7]([CH2:8][N:9]2[CH2:13][CH2:12][S:11][CH2:10]2)=[CH:6][CH:5]=1. Procedure details: 3-(4-nitrobenzyl)-thiazolidine (1.1 g, 5 mmoles) is put into solution in 10 ml concentrated hydrochloric acid at 0° C. Dihydrated in chloride (7.7g, 34 mmoles) is added in portions, the mixture is heated for 2 hours under reflux and the acid is evaporated off under reduced pressure. The residue is then taken up in 20 ml of water and. neutralized with a 2N soda solution (approximately 100 ml). 100 ml of dichloromethane is added to the medium and the whole is filtered on celite in order to elimina... Starting materials: COC(=O)C=1C=NN(C1C)C1=CC=C(C=C1)C(=C)C (1-(4-isopropenylphenyl)-5-methyl-1H-pyrazole-4-carboxylic acid methyl ester), Cl (hydrochloric acid). The reagents and catalysts are [C].[Pd] (palladium carbon). The solvent is O1CCOCC1 (1,4-dioxane). Reaction conditions: time 7 hour. The product is C(C)(C)C1=CC=C(C=C1)N1N=CC(=C1C)C(=O)O (1-(4-Isopropylphenyl)-5-methyl-1H-pyrazole-4-carboxylic acid). Isolated yield 90.6%. Reaction SMILES: C[O:2][C:3]([C:5]1[CH:6]=[N:7][N:8]([C:11]2[CH:16]=[CH:15][C:14]([C:17]([CH3:19])=[CH2:18])=[CH:13][CH:12]=2)[C:9]=1[CH3:10])=[O:4].Cl>O1CCOCC1.[C].[Pd]>[CH:17]([C:14]1[CH:13]=[CH:12][C:11]([N:8]2[C:9]([CH3:10])=[C:5]([C:3]([OH:4])=[O:2])[CH:6]=[N:7]2)=[CH:16][CH:15]=1)([CH3:19])[CH3:18] |f:3.4|. Procedure: 10% palladium carbon (containing ca. 50% water; 1.00 g) was added to a solution of 1-(4-isopropenylphenyl)-5-methyl-1H-pyrazole-4-carboxylic acid methyl ester (2.05 g) in 1,4-dioxane (40 ml) and the mixture was stirred under hydrogen atmosphere at room temperature for seven hours. The reaction solution was filtered through Celite and the filtrate was concentrated. Ethanol (40 ml), water (20 ml) and 4N aqueous solution of sodium hydroxide (20 ml) were added to the resultant residue and the mixtur... Starting materials: BrC(C(=O)OC)C (methyl 2-bromopropionate), N1N=NN=C1 (1H-tetrazole), C([O-])([O-])=O.[K+].[K+] (potassium carbonate). Solvent: CC(=O)C (acetone). Conditions: temperature 18 celsius, time 1 hour. Yields the product N1(N=NN=C1)C(C(=O)OC)C (methyl 2-(1,2,3,4-1H-tetrazol-1-yl)propionate). Yield: 56.0%. Reaction SMILES: Br[CH:2]([CH3:7])[C:3]([O:5][CH3:6])=[O:4].[NH:8]1[CH:12]=[N:11][N:10]=[N:9]1.C(=O)([O-])[O-].[K+].[K+]>CC(C)=O>[N:8]1([CH:2]([CH3:7])[C:3]([O:5][CH3:6])=[O:4])[CH:12]=[N:11][N:10]=[N:9]1 |f:2.3.4|. Reported procedure: A mixture of methyl 2-bromopropionate (66.8 g), 1H-tetrazole (28.02 g), anhydrous potassium carbonate (110 g) and acetone (1000 cm3) was stirred together at the ambient temperature (ca. 18° C.) for 1 hour and then at reflux temperature for four hours. After keeping the mixture for a further 16 hours at the ambient temperature the insoluble component was removed by filtration and the filtrate concentrated by evaporation of the solvent under reduced pressure. The residual oil (60 g) was subjected ... Starting materials: [H-].[Na+] (Sodium hydride), Cl (hydrochloric acid), BrC=1C=C2C=CNC2=CC1 (5-bromoindole), C(C1=CC=CC=C1)Br (benzyl bromide). The solvent is CN(C)C=O (DMF), O (water). Reaction conditions: time 40 minute. The product is C(C1=CC=CC=C1)N1C=CC2=CC(=CC=C12)Br (1-Benzyl-5-bromo-1H-indole). The yield is 77.7%. RXN SMILES: [Br:1][C:2]1[CH:3]=[C:4]2[C:8](=[CH:9][CH:10]=1)[NH:7][CH:6]=[CH:5]2.[H-].[Na+].[CH2:13](Br)[C:14]1[CH:19]=[CH:18][CH:17]=[CH:16][CH:15]=1.Cl>CN(C=O)C.O>[CH2:13]([N:7]1[C:8]2[C:4](=[CH:3][C:2]([Br:1])=[CH:10][CH:9]=2)[CH:5]=[CH:6]1)[C:14]1[CH:19]=[CH:18][CH:17]=[CH:16][CH:15]=1 |f:1.2|. Reported procedure: A solution of 5-bromoindole (5.02 g, 25.6 mmol) in DMF (50 mL) was cooled in an ice bath. Sodium hydride (2.30 g of 60% dispersion in oil, 57.5 mmol) was added. After stirring for 40 minutes under nitrogen at room temperature, the reaction mixture was again cooled in an ice bath and benzyl bromide (6.7 mL, 56 mmol) was added. The reaction mixture was stirred for 2 hours, poured into excess water, acidified with 2N hydrochloric acid and extracted with ethyl acetate. The organic phase was washed w...